This data is from the Open Reaction Database (ORD), a public repository of structured organic reaction records. The task is: describe an organic reaction: reactants, conditions, products, and yield Starting materials: CN(C)c1ccncc1, O=C(Cl)c1ccc(Cl)cc1Cl, ClCCl, c1ccncc1, NS(=O)(=O)c1ccc2ccoc2c1. The product is O=C(NS(=O)(=O)c1ccc2ccoc2c1)c1ccc(Cl)cc1Cl. As a reaction SMILES: [CH3:34][N:35]([c:36]1[cH:37][cH:38][n:39][cH:40][cH:41]1)[CH3:42].[Cl:14][c:15]1[c:16]([C:17](=[O:18])[Cl:19])[cH:20][cH:21][c:22]([Cl:24])[cH:23]1.[Cl:25][CH2:26][Cl:27].[cH:28]1[cH:29][cH:30][n:31][cH:32][cH:33]1.[o:1]1[cH:2][cH:3][c:4]2[c:5]1[cH:6][c:7]([S:10](=[O:11])(=[O:12])[NH2:13])[cH:8][cH:9]2>>[o:1]1[cH:2][cH:3][c:4]2[c:5]1[cH:6][c:7]([S:10](=[O:11])(=[O:12])[NH:13][C:17]([c:16]1[c:15]([Cl:14])[cH:23][c:22]([Cl:24])[cH:21][cH:20]1)=[O:18])[cH:8][cH:9]2. The product is COc1ccnc(CS(=O)c2nc3cc(OC(F)F)ccc3[nH]2)c1OC. Reaction SMILES: [CH3:54][C:55]#[N:56].[CH3:62][CH2:63][OH:64].[CH3:65][OH:66].[CH:58]([OH:59])([CH3:60])[CH3:61].[Cl:35][O-:36].[F:1][CH:2]([O:3][c:4]1[cH:5][c:6]2[c:7]([nH:8][c:9]([S:11][CH2:12][c:13]3[n:14][cH:15][cH:16][c:17]([O:21][CH3:22])[c:18]3[O:19][CH3:20])[n:10]2)[cH:23][cH:24]1)[F:25].[Na+:37].[Na+:39].[Na+:47].[Na+:48].[O:49]1[CH2:50][CH2:51][CH2:52][CH2:53]1.[OH-:38].[OH2:57].[S:40](=[O:41])([S:42]([O-:43])=[O:44])([O-:45])=[O:46].[n:26]1[c:27]2[cH:28][cH:29][cH:30][cH:31][c:32]2[nH:33][cH:34]1>>[F:1][CH:2]([O:3][c:4]1[cH:5][c:6]2[c:7]([nH:8][c:9]([S:11]([CH2:12][c:13]3[n:14][cH:15][cH:16][c:17]([O:21][CH3:22])[c:18]3[O:19][CH3:20])=[O:41])[n:10]2)[cH:23][cH:24]1)[F:25]. Reactants: CC#N, CCO, CO, CC(C)O, [O-]Cl, COc1ccnc(CSc2nc3cc(OC(F)F)ccc3[nH]2)c1OC, [Na+], [Na+], [Na+], [Na+], C1CCOC1, [OH-], O, O=S([O-])S(=O)(=O)[O-], c1ccc2[nH]cnc2c1. The reactants are Cc1ccc(S(=O)(=O)Cl)cc1, CCOC(C)=O, CC(C)(C)OC(=O)N1CCCC1CO, c1ccncc1. Yields the product Cc1ccc(S(=O)(=O)OCC2CCCN2C(=O)OC(C)(C)C)cc1. RXN SMILES: [CH3:1][c:2]1[cH:3][cH:4][c:5]([S:8](=[O:9])(=[O:10])[Cl:11])[cH:6][cH:7]1.[CH3:32][CH2:33][O:34][C:35](=[O:36])[CH3:37].[OH:12][CH2:13][CH:14]1[N:15]([C:19](=[O:20])[O:21][C:22]([CH3:23])([CH3:24])[CH3:25])[CH2:16][CH2:17][CH2:18]1.[cH:26]1[cH:27][cH:28][n:29][cH:30][cH:31]1>>[CH3:1][c:2]1[cH:3][cH:4][c:5]([S:8](=[O:9])(=[O:10])[O:12][CH2:13][CH:14]2[N:15]([C:19](=[O:20])[O:21][C:22]([CH3:23])([CH3:24])[CH3:25])[CH2:16][CH2:17][CH2:18]2)[cH:6][cH:7]1. The reactants are [OH-].[K+] (potassium hydroxide), C(C1=CC=CC=C1)OC1=C(C=CC=C1)CCC(C(=O)OCC)(CCC)NC(=O)OC (ethyl 2-(2-(2-benzyloxyphenyl)ethyl)-2-methoxycarbonylaminopentanoate), [BH4-].[Li+] (lithium borohydride), Cl (hydrochloric acid). Solvent: O1CCCC1 (tetrahydrofuran), O (water), O1CCCC1 (tetrahydrofuran), O (water), CO (methanol). Conditions: time 30 minute. Product: NC(CO)(CCC)CCC1=C(C=CC=C1)OCC1=CC=CC=C1 (2-Amino-2-(2-(2-benzyloxyphenyl)ethyl)pentanol). The yield is 63.1%. RXN SMILES: [CH2:1]([O:8][C:9]1[CH:14]=[CH:13][CH:12]=[CH:11][C:10]=1[CH2:15][CH2:16][C:17]([NH:26]C(OC)=O)([CH2:23][CH2:24][CH3:25])[C:18](OCC)=[O:19])[C:2]1[CH:7]=[CH:6][CH:5]=[CH:4][CH:3]=1.[BH4-].[Li+].Cl.[OH-].[K+]>O1CCCC1.CO.O>[NH2:26][C:17]([CH2:16][CH2:15][C:10]1[CH:11]=[CH:12][CH:13]=[CH:14][C:9]=1[O:8][CH2:1][C:2]1[CH:7]=[CH:6][CH:5]=[CH:4][CH:3]=1)([CH2:23][CH2:24][CH3:25])[CH2:18][OH:19] |f:1.2,4.5|. Reported procedure: To a solution of ethyl 2-(2-(2-benzyloxyphenyl)ethyl)-2-methoxycarbonylaminopentanoate (2.3 g) in tetrahydrofuran (50 ml), under a nitrogen atmosphere, lithium borohydride (0.24 g) was added and the mixture was refluxed under heating for 2.5 hours. Then, a 2N dilute hydrochloric acid (5.5 ml) was added thereto and the mixture was stirred at room temperature for 30 minutes. The reaction mixture was poured into water and extracted with ethyl acetate. The organic layer was washed with a saturated b... Reactants: ClCc1ccccc1, [NH2-], N, [Na], [Na], c1ccc2[nH]ccc2c1. The product is c1ccc(Cn2ccc3ccccc32)cc1. As a reaction SMILES: [Cl:14][CH2:15][c:16]1[cH:17][cH:18][cH:19][cH:20][cH:21]1.[NH2-:2].[NH3:4].[Na:1].[Na:3].[nH:5]1[cH:6][cH:7][c:8]2[cH:9][cH:10][cH:11][cH:12][c:13]12>>[n:5]1([CH2:15][c:16]2[cH:17][cH:18][cH:19][cH:20][cH:21]2)[cH:6][cH:7][c:8]2[cH:9][cH:10][cH:11][cH:12][c:13]12.